Dataset: the Open Reaction Database (ORD), a public repository of structured organic reaction records. Task: describe an organic reaction: reactants, conditions, products, and yield Starting materials: O (water), OCC1=C(C=CC=C1)/C(/C(=O)OC)=C\OC ((E)-methyl 2-[2-(hydroxymethyl)phenyl]-3-methoxypropenoate), C(=O)(Cl)Cl (phosgene). Solvent: C1(=CC=CC=C1)C (toluene), C1(=CC=CC=C1)C (toluene). Run at time 3 hour. Product: ClC(=O)OCC1=C(C=CC=C1)/C(/C(=O)OC)=C\OC ((E)-methyl 2-[2-(chloroformyloxy-methyl)phenyl]-3-methoxypropenoate). Yield: 13.0%. As a reaction SMILES: [OH:1][CH2:2][C:3]1[CH:8]=[CH:7][CH:6]=[CH:5][C:4]=1/[C:9](=[CH:14]\[O:15][CH3:16])/[C:10]([O:12][CH3:13])=[O:11].[C:17](Cl)([Cl:19])=[O:18].O>C1(C)C=CC=CC=1>[Cl:19][C:17]([O:1][CH2:2][C:3]1[CH:8]=[CH:7][CH:6]=[CH:5][C:4]=1/[C:9](=[CH:14]\[O:15][CH3:16])/[C:10]([O:12][CH3:13])=[O:11])=[O:18]. Procedure: A solution of (E)-methyl 2-[2-(hydroxymethyl)phenyl]-3-methoxypropenoate (1 g) in toluene (10 ml) was added slowly to a solution of phosgene in toluene (12.5% w/w, 6.5 ml). After stirring for 3 hours, water (70 ml) was added and the resulting mixture was extracted with diethyl ether. The diethyl ether extract was washed with brine, dried over anhydrous sodium sulphate and evaporated under reduced pressure to leave an oil. The oil was purified by chromatography on silica gel, eluting with 30% eth...